This data is from the Open Reaction Database (ORD), a public repository of structured organic reaction records. The task is: describe an organic reaction: reactants, conditions, products, and yield Starting materials: FC1=C(C=CC=C1F)C1N(C(C(=C1C)O)=O)C1=CC2=C(N(C=N2)C(=O)OC(C)(C)C)C=C1 (tert-butyl 5-(2-(2,3-difluorophenyl)-4-hydroxy-3-methyl-5-oxo-2H-pyrrol-1(5H)-yl)-1H-benzo[d]imidazole-1-carboxylate), BrCC (bromoethane), P1-tBu. Product: N1C=NC2=C1C=CC(=C2)N2C(C(=C(C2C2=C(C(=CC=C2)F)F)C)OCC)=O (1-(1H-Benzo[d]imidazol-5-yl)-3-ethoxy-5-(2,3-difluorophenyl)-4-methyl-1H-pyrrol-2(5H)-one). As a reaction SMILES: [F:1][C:2]1[C:7]([F:8])=[CH:6][CH:5]=[CH:4][C:3]=1[CH:9]1[C:13]([CH3:14])=[C:12]([OH:15])[C:11](=[O:16])[N:10]1[C:17]1[CH:32]=[CH:31][C:20]2[N:21](C(OC(C)(C)C)=O)[CH:22]=[N:23][C:19]=2[CH:18]=1.Br[CH2:34][CH3:35]>>[NH:21]1[C:20]2[CH:31]=[CH:32][C:17]([N:10]3[CH:9]([C:3]4[CH:4]=[CH:5][CH:6]=[C:7]([F:8])[C:2]=4[F:1])[C:13]([CH3:14])=[C:12]([O:15][CH2:34][CH3:35])[C:11]3=[O:16])=[CH:18][C:19]=2[N:23]=[CH:22]1. Procedure details: The compound was synthesized starting from tert-butyl 5-(2-(2,3-difluorophenyl)-4-hydroxy-3-methyl-5-oxo-2H-pyrrol-1(5H)-yl)-1H-benzo[d]imidazole-1-carboxylate (0.22 g, 0.5 mmol), bromoethane (0.056 ml, 0.75 mmol) and P1-tBu (0.191 ml, 0.75 mmol) according to the method described above. Starting materials: OCC(O)C(COCc1ccccc1)Cc1cccc2ccccc12, CO, [O-][I+3]([O-])([O-])[O-], [Na+]. Yields the product O=CC(COCc1ccccc1)Cc1cccc2ccccc12. Reaction SMILES: [CH2:1]([c:2]1[cH:3][cH:4][cH:5][cH:6][cH:7]1)[O:8][CH2:9][CH:10]([CH:11]([CH2:12][OH:13])[OH:14])[CH2:15][c:16]1[cH:17][cH:18][cH:19][c:20]2[cH:21][cH:22][cH:23][cH:24][c:25]12.[CH3:32][OH:33].[I+3:26]([O-:27])([O-:28])([O-:29])[O-:30].[Na+:31]>>[CH2:1]([c:2]1[cH:3][cH:4][cH:5][cH:6][cH:7]1)[O:8][CH2:9][CH:10]([CH:11]=[O:14])[CH2:15][c:16]1[cH:17][cH:18][cH:19][c:20]2[cH:21][cH:22][cH:23][cH:24][c:25]12.